Dataset: the Open Reaction Database (ORD), a public repository of structured organic reaction records. Task: describe an organic reaction: reactants, conditions, products, and yield Starting materials: N#CC(Br)c1ccccc1Cl, CC(C)(C)OC(=O)N1CCNCC1, CCCC[N+](CCCC)(CCCC)CCCC, CC#N, CCOC(C)=O, [I-], [K+], [K+], O=C([O-])[O-]. The product is CC(C)(C)OC(=O)N1CCN(C(C#N)c2ccccc2Cl)CC1. RXN SMILES: [Br:1][CH:2]([C:3]#[N:4])[c:5]1[c:6]([Cl:11])[cH:7][cH:8][cH:9][cH:10]1.[C:18]([CH3:19])([CH3:20])([CH3:21])[O:22][C:23](=[O:24])[N:25]1[CH2:26][CH2:27][NH:28][CH2:29][CH2:30]1.[CH2:35]([N+:36]([CH2:37][CH2:38][CH2:39][CH3:40])([CH2:41][CH2:42][CH2:43][CH3:44])[CH2:45][CH2:46][CH2:47][CH3:48])[CH2:49][CH2:50][CH3:51].[CH3:31][C:32]#[N:33].[CH3:52][CH2:53][O:54][C:55]([CH3:56])=[O:57].[I-:34].[K+:12].[K+:13].[O-:14][C:15]([O-:16])=[O:17]>>[CH:2]([C:3]#[N:4])([c:5]1[c:6]([Cl:11])[cH:7][cH:8][cH:9][cH:10]1)[N:28]1[CH2:27][CH2:26][N:25]([C:23]([O:22][C:18]([CH3:19])([CH3:20])[CH3:21])=[O:24])[CH2:30][CH2:29]1. Reactants: four, 50, aqueous solution, 23, [Cl-].[Na+] (sodium chloride), C(=C)C1=C(C=CC=C1)C=C (divinylbenzene), polyvinyl alcohol, C(C)C=CC1=CC=CC=C1 (ethylvinylbenzene), N(=NC(C#N)(C)C)C(C#N)(C)C (2,2'-azobisisobutyronitrile), C(C)N(CC)CCC1=CC=C(C=C)C=C1 (p-diethylaminoethylstyrene). The solvent is O (water). Product: C(C)N(CC)CCC1=CC=C(C=C)C=C1.C(=C)C1=C(C=CC=C1)C=C (p-Diethylaminoethylstyrene Divinylbenzene). RXN SMILES: [Cl-].[Na+].[CH2:3]([N:5]([CH2:8][CH2:9][C:10]1[CH:17]=[CH:16][C:13]([CH:14]=[CH2:15])=[CH:12][CH:11]=1)[CH2:6][CH3:7])[CH3:4].[CH:18]([C:20]1[CH:25]=[CH:24][CH:23]=[CH:22][C:21]=1[CH:26]=[CH2:27])=[CH2:19].C(C=CC1C=CC=CC=1)C.N(C(C)(C)C#N)=NC(C)(C)C#N>O>[CH2:3]([N:5]([CH2:8][CH2:9][C:10]1[CH:11]=[CH:12][C:13]([CH:14]=[CH2:15])=[CH:16][CH:17]=1)[CH2:6][CH3:7])[CH3:4].[CH:18]([C:20]1[CH:25]=[CH:24][CH:23]=[CH:22][C:21]=1[CH:26]=[CH2:27])=[CH2:19] |f:0.1,7.8|. Reported procedure: In a 200 ml four necked flask equipped with a stirrer, a reflux condenser and a thermometer were placed 100 g of pure water in which 0.5 g of partially saponified polyvinyl alcohol having a degree of saponification of 88% and a viscosity of its 2% aqueous solution of 23 cps and 2 g of sodium chloride had been dissolved, followed by addition of a mixture of 16.4 g of the p-diethylaminoethylstyrene as prepared in Synthesis 1, 3.6 g of divinylbenzene having a purity of 56% and a mole ratio of metai... Starting materials: COc1ccc(P2(=S)SP(=S)(c3ccc(OC)cc3)S2)cc1, Cc1ccccc1, O=C(Nc1cc(C(F)(F)F)ccc1N1CCCCC1)c1ccncc1, [Na+], [OH-]. Yields the product FC(F)(F)c1ccc(N2CCCCC2)c(NC(=S)c2ccncc2)c1. Reaction SMILES: [CH3:1][O:2][c:3]1[cH:4][cH:5][c:6]([P:7]2(=[S:10])[S:8][P:9]([c:11]3[cH:12][cH:13][c:14]([O:15][CH3:16])[cH:17][cH:18]3)(=[S:19])[S:20]2)[cH:21][cH:22]1.[CH3:50][c:51]1[cH:52][cH:53][cH:54][cH:55][cH:56]1.[N:23]1([c:29]2[c:30]([NH:39][C:40]([c:41]3[cH:42][cH:43][n:44][cH:45][cH:46]3)=[O:47])[cH:31][c:32]([C:35]([F:36])([F:37])[F:38])[cH:33][cH:34]2)[CH2:24][CH2:25][CH2:26][CH2:27][CH2:28]1.[Na+:49].[OH-:48]>>[S:10]=[C:40]([NH:39][c:30]1[c:29]([N:23]2[CH2:24][CH2:25][CH2:26][CH2:27][CH2:28]2)[cH:34][cH:33][c:32]([C:35]([F:36])([F:37])[F:38])[cH:31]1)[c:41]1[cH:42][cH:43][n:44][cH:45][cH:46]1. Starting materials: ClC1=CC(=C(N)C=C1OCC(=O)OCCCCC)F (4-chloro-2-fluoro-5-(pentyloxycarbonylmethyloxy)aniline), C1(C2=C(C(=O)O1)CCCC2)=O (3,4,5,6-tetrahydrophthalic anhydride), C(CC)(=O)O (propionic acid), C1(=CC=CC=C1)C (toluene). The reagents and catalysts are N1CCCCC1 (piperidine). Solvent: O (water). The product is ClC1=CC(=C(C=C1OCC(=O)OCCCCC)N1C(C2=C(C1=O)CCCC2)=O)F (N-[4-chloro-2-fluoro-5-(pentyloxycarbonylmethyloxy)-phenyl]-3,4,5,6-tetrahydrophthalimide). Yield: 91.7%. As a reaction SMILES: [Cl:1][C:2]1[C:8]([O:9][CH2:10][C:11]([O:13][CH2:14][CH2:15][CH2:16][CH2:17][CH3:18])=[O:12])=[CH:7][C:5]([NH2:6])=[C:4]([F:19])[CH:3]=1.[C:20]1(=O)[O:25][C:23](=[O:24])[C:22]2[CH2:26][CH2:27][CH2:28][CH2:29][C:21]1=2.C(O)(=O)CC.C1(C)C=CC=CC=1>N1CCCCC1.O>[Cl:1][C:2]1[C:8]([O:9][CH2:10][C:11]([O:13][CH2:14][CH2:15][CH2:16][CH2:17][CH3:18])=[O:12])=[CH:7][C:5]([N:6]2[C:23](=[O:24])[C:22]3[CH2:26][CH2:27][CH2:28][CH2:29][C:21]=3[C:20]2=[O:25])=[C:4]([F:19])[CH:3]=1. Procedure details: A mixture of the compound (II) (12.0 g), 3,4,5,6-tetrahydrophthalic anhydride (7.56 g), piperidine (0.18 g), propionic acid (0.30 g) and toluene (24 g) was heated under reflux for 5 hours, during which water as by-produced was azeotropically removed. To the reaction mixture, toluene (24 g) and water (24 g) were added, and the organic layer was separated and concentrated under reduced pressure. To the residue, water (18 g) and methanol (33 g) were added, and the precipitated crystals were collect... Reactants: IC=1N=CN2C1CN(CC1=C2S(C=C1)=O)C (5,6-dihydro-7-iodo-5-methyl-4H-imidazo[1,5-a]thieno[3,2-f][1,4]diazepine-one), CC(C)(C#C)O (2-methyl-3-butyn-2-ol). The reagents and catalysts are Cl[Pd]([P](C1=CC=CC=C1)(C2=CC=CC=C2)C3=CC=CC=C3)([P](C4=CC=CC=C4)(C5=CC=CC=C5)C6=CC=CC=C6)Cl (bis-(triphenylphosphine)-palladium(II) chloride), [Cu]I (copper(I) iodide). Run in C(C)NCC (diethylamine). The product is OC(C#CC=1N=CN2C1CN(CC1=C2S(C=C1)=O)C)(C)C (5,6-dihydro-7-(3-hydroxy-3-methyl-1-butynyl)-5-methyl-4H-imidazo[1,5-a]-thieno[3,2-f][1,4]diazepine-one). RXN SMILES: I[C:2]1[N:3]=[CH:4][N:5]2[C:11]3[S:12](=[O:15])[CH:13]=[CH:14][C:10]=3[CH2:9][N:8]([CH3:16])[CH2:7][C:6]=12.[CH3:17][C:18]([OH:22])([C:20]#[CH:21])[CH3:19]>C(NCC)C.Cl[Pd](Cl)([P](C1C=CC=CC=1)(C1C=CC=CC=1)C1C=CC=CC=1)[P](C1C=CC=CC=1)(C1C=CC=CC=1)C1C=CC=CC=1.[Cu]I>[OH:22][C:18]([CH3:19])([CH3:17])[C:20]#[C:21][C:2]1[N:3]=[CH:4][N:5]2[C:11]3[S:12](=[O:15])[CH:13]=[CH:14][C:10]=3[CH2:9][N:8]([CH3:16])[CH2:7][C:6]=12 |^1:30,49|. Reported procedure: 5.52 g of 5,6-dihydro-7-iodo-5-methyl-4H-imidazo[1,5-a]thieno[3,2-f][1,4]diazepine-one in 30 ml of diethylamine was treated with 1.92 ml of 2-methyl-3-butyn-2-ol, 75 mg of bis-(triphenylphosphine)-palladium(II) chloride and 13 mg of copper(I) iodide. The mixture was stirred at reflux temperature for 2 hours. The reaction mixture was then evaporated in a vacuum. The residue was dissolved in dichloromethane and this solution was washed twice with water. After drying over sodium sulphate this solut... Reactants: CC=1N=CC(C1CC)(C(=O)OCC)C (2,4-Dimethyl-3-ethyl-4-carbethoxy-pyrrole), C(CC)=O (propionaldehyde). The product is CC=1NC(=C(C1CC)C)CCC (2,4-dimethyl-3-ethyl-5-n-propylpyrrole). As a reaction SMILES: [CH3:1][C:2]1[N:3]=[CH:4][C:5]([CH3:14])(C(OCC)=O)[C:6]=1[CH2:7][CH3:8].[CH:15](=O)[CH2:16][CH3:17]>>[CH3:1][C:2]1[NH:3][C:4]([CH2:15][CH2:16][CH3:17])=[C:5]([CH3:14])[C:6]=1[CH2:7][CH3:8]. Procedure: 2,4-Dimethyl-3-ethyl-4-carbethoxy-pyrrole was reductively alkylated with propionaldehyde to yield 2,4-dimethyl-3-ethyl-5-n-propylpyrrole. ##STR102## Starting materials: O1C=C(C=C1)CN1C=C(C2=CC(=CC=C12)OC)C1CCNCC1 (1-furan-3-ylmethyl-5-methoxy-3-piperidin-4-yl-1H-indole), COC(C1=C(C=CC=C1)OCCCl)=O (2-(2-chloro-ethoxy)-benzoic acid methyl ester). The product is O1C=C(C=C1)CN1C=C(C2=CC(=CC=C12)OC)C1CCN(CC1)CCOC1=C(C(=O)O)C=CC=C1 (2-{2-[4-(1-furan-3-ylmethyl-5-methoxy-1H-indol-3-yl)-piperidin-1-yl]-ethoxy}-benzoic acid). Reaction SMILES: [O:1]1[CH:5]=[CH:4][C:3]([CH2:6][N:7]2[C:15]3[C:10](=[CH:11][C:12]([O:16][CH3:17])=[CH:13][CH:14]=3)[C:9]([CH:18]3[CH2:23][CH2:22][NH:21][CH2:20][CH2:19]3)=[CH:8]2)=[CH:2]1.C[O:25][C:26](=[O:37])[C:27]1[CH:32]=[CH:31][CH:30]=[CH:29][C:28]=1[O:33][CH2:34][CH2:35]Cl>>[O:1]1[CH:5]=[CH:4][C:3]([CH2:6][N:7]2[C:15]3[C:10](=[CH:11][C:12]([O:16][CH3:17])=[CH:13][CH:14]=3)[C:9]([CH:18]3[CH2:23][CH2:22][N:21]([CH2:35][CH2:34][O:33][C:28]4[CH:29]=[CH:30][CH:31]=[CH:32][C:27]=4[C:26]([OH:37])=[O:25])[CH2:20][CH2:19]3)=[CH:8]2)=[CH:2]1. Procedure details: This compound was prepared following the procedure described in example 13 (part D) starting with 3.7 g (11.9 mmol) of 1-furan-3-ylmethyl-5-methoxy-3-piperidin-4-yl-1H-indole and 3 g (13.9 mmol) of 2-(2-chloro-ethoxy)-benzoic acid methyl ester. After standard work-up, 3.2 g (57% of yield) of the expected acid were obtained. Starting materials: C[Si](C)(C)[N-][Si](C)(C)C.[Na+] (sodium bis(trimethylsilyl)amide), solution, FC1=C(C(=CC=C1)F)N=C=S (2,6-difluorophenyl isothiocyanate), CN1C(=O)N(C(=O)C=C1)C (1,3-dimethyluracil), C(C)#N (acetonitrile). The solvent is CCO (EtOH), C1CCOC1 (THF), C1CCOC1 (THF). Reaction conditions: time 20 minute. The product is C(#N)C1=C(N(C(C=C1)=O)C1=C(C=CC=C1F)F)[S-].[Na+] (Sodium 3-cyano-1-(2,6-difluorophenyl)-6-oxo-1,6-dihydropyridine-2-thiolate). The yield is 86.0%. RXN SMILES: C[Si]([N-][Si](C)(C)C)(C)C.[Na+:10].[C:11](#[N:13])[CH3:12].[F:14][C:15]1[CH:20]=[CH:19][CH:18]=[C:17]([F:21])[C:16]=1[N:22]=[C:23]=[S:24].CN1[CH:33]=[CH:32][C:30](=[O:31])N(C)C1=O>C1COCC1.CCO>[C:11]([C:12]1[CH:33]=[CH:32][C:30](=[O:31])[N:22]([C:16]2[C:15]([F:14])=[CH:20][CH:19]=[CH:18][C:17]=2[F:21])[C:23]=1[S-:24])#[N:13].[Na+:10] |f:0.1,7.8|. Procedure: A solution of sodium bis(trimethylsilyl)amide (351 ml of a 1M solution in THF, 351 mmol) in THF (150 ml) was cooled to −78° C. and acetonitrile (30 ml) was added. After 20 min, 2,6-difluorophenyl isothiocyanate (30.0 g, 175.5 mmol) was added slowly over 5 min. The reaction mixture was allowed to warm slowly to r.t. over 2 h. EtOH (100 ml) was added followed by 1,3-dimethyluracil (27.0 g, 193.5 mmol) and the mixture heated to reflux for 18 h. After cooling, the mixture was concentrated in vacuo t... Reactants: [Cl-].O[NH3+] (hydroxylammonium chloride), C(O)([O-])=O.[Na+] (sodium hydrogencarbonate), C(C)C1=CC2=C(N(C(NC2=O)=O)CC2=CC=C(C=C2)C=2C(=CC=CC2)C#N)S1 (4′-[(6-ethyl-2,4-dioxo-3,4-dihydrothieno[2,3-d]pyrimidin-1(2H)-yl)methyl]biphenyl-2-carbonitrile), BrCC(=O)C1=CC=C(C=C1)OCC (2-bromo-1-(4-ethoxyphenyl)ethanone), [H-].[Na+] (sodium hydride). Solvent: CS(=O)C (dimethyl sulfoxide), C(Cl)(Cl)Cl (chloroform), CS(=O)C (dimethyl sulfoxide), CN(C=O)C (N,N-dimethylformamide), C(C)(=O)OCC (ethyl acetate). Reaction conditions: time 1 hour. Product: C(C)OC1=CC=C(C=C1)C(CN1C(N(C2=C(C1=O)C=C(S2)CC)CC2=CC=C(C=C2)C2=C(C=CC=C2)C2=NOC(N2)=O)=O)=O (3-[2-(4-ethoxyphenyl)-2-oxoethyl]-6-ethyl-1-{[2′-(5-oxo-4,5-dihydro-1,2,4-oxadiazol-3-yl)biphenyl-4-yl]methyl}thieno[2,3-d]pyrimidine-2,4(1H,3H)-dione). Yield: 16.1%. As a reaction SMILES: [CH2:1]([C:3]1[S:28][C:6]2[N:7]([CH2:13][C:14]3[CH:19]=[CH:18][C:17]([C:20]4[C:21]([C:26]#[N:27])=[CH:22][CH:23]=[CH:24][CH:25]=4)=[CH:16][CH:15]=3)[C:8](=[O:12])[NH:9][C:10](=[O:11])[C:5]=2[CH:4]=1)[CH3:2].Br[CH2:30][C:31]([C:33]1[CH:38]=[CH:37][C:36]([O:39][CH2:40][CH3:41])=[CH:35][CH:34]=1)=[O:32].[H-].[Na+].[Cl-].O[NH3+:46].[C:47](=[O:50])([O-])[OH:48].[Na+]>C(OCC)(=O)C.CS(C)=O.C(Cl)(Cl)Cl.CN(C)C=O>[CH2:40]([O:39][C:36]1[CH:37]=[CH:38][C:33]([C:31](=[O:32])[CH2:30][N:9]2[C:10](=[O:11])[C:5]3[CH:4]=[C:3]([CH2:1][CH3:2])[S:28][C:6]=3[N:7]([CH2:13][C:14]3[CH:19]=[CH:18][C:17]([C:20]4[CH:25]=[CH:24][CH:23]=[CH:22][C:21]=4[C:26]4[NH:46][C:47](=[O:50])[O:48][N:27]=4)=[CH:16][CH:15]=3)[C:8]2=[O:12])=[CH:34][CH:35]=1)[CH3:41] |f:2.3,4.5,6.7|. Procedure: To a mixture of 4′-[(6-ethyl-2,4-dioxo-3,4-dihydrothieno[2,3-d]pyrimidin-1(2H)-yl)methyl]biphenyl-2-carbonitrile (1.5 g), 2-bromo-1-(4-ethoxyphenyl)ethanone (1.14 g) and N,N-dimethylformamide (30 mL) was added sodium hydride (0.19 g), and the mixture was stirred at room temperature for 1 hr. The reaction mixture was diluted with ethyl acetate, washed successively with 5% aqueous potassium hydrogensulfate solution and saturated brine, and dried over anhydrous magnesium sulfate. The solvent was ev... Product: C(C=C)C=1C=C(C(=NC1)C(=O)O)C(=O)O (5-allylpyridine-2,3-dicarboxylic acid). Reactants: [OH-].[Na+] (sodium hydroxide), C(C=C)C=1C=C(C(=NC1)C(=O)OCC)C(=O)OCC (diethyl 5-allylpyridine-2,3-dicarboxylate), Cl (hydrochloric acid). Procedure: To a solution of 6.07 g of diethyl 5-allylpyridine-2,3-dicarboxylate in 20 mL of methanol, stirred under nitrogen, is added slowly a solution of 3.3 g of sodium hydroxide in 13 mL water. After diluting the reaction mixture with 10 mL each of water and methanol, it is heated at reflux for 13/4 hours. The reaction is cooled in an ice bath, acidified to pH 3 with concentrated hydrochloric acid, and concentrated in vacuo to a damp solid. This solid is reevaporated from pyridine to afford the product... Solvent: O (water), O (water), CO (methanol), CO (methanol). Reaction SMILES: [CH2:1]([C:4]1[CH:5]=[C:6]([C:15]([O:17]CC)=[O:16])[C:7]([C:10]([O:12]CC)=[O:11])=[N:8][CH:9]=1)[CH:2]=[CH2:3].[OH-].[Na+].Cl>CO.O>[CH2:1]([C:4]1[CH:5]=[C:6]([C:15]([OH:17])=[O:16])[C:7]([C:10]([OH:12])=[O:11])=[N:8][CH:9]=1)[CH:2]=[CH2:3] |f:1.2|.